The task is: describe an organic reaction: reactants, conditions, products, and yield. This data is from the Open Reaction Database (ORD), a public repository of structured organic reaction records. Starting materials: O=C1CCN(CC1)C(=O)OC(C)(C)C (tert-butyl 4-oxopiperidine-1-carboxylate), C1(CCC1)=O (cyclobutanone), C(C)(C)(C)C=1C=CC=2C=3C(C(=NC2C1C(C)(C)C)N(C(=O)[O-])C(=O)[O-])=NN(C3C)CC (di(tert-butyl)2-ethyl-1-methyl-2H-pyrazolo[3,4-c]quinolin-4-ylimidodicarbonate), C(C)(C)(C)C=1C=CC=2C=3C(C(=NC2C1C(C)(C)C)N(C(=O)[O-])C(=O)[O-])=NN(C3C)CCC (di(tert-butyl)1-methyl-2-propyl-2H-pyrazolo[3,4-c]quinolin-4-ylimidodicarbonate). Product: NC1=NC=2C=CC=CC2C=2C1=NN(C2CC2(CCNCC2)O)CC (4-[(4-Amino-2-ethyl-2H-pyrazolo[3,4-c]quinolin-1-yl)methyl]piperidin-4-ol), NC1=NC=2C=CC=CC2C=2C1=NN(C2CN2CCC(CC2)O)CC (1-[(4-amino-2-ethyl-2H-pyrazolo[3,4-c]quinolin-1-yl)methyl]piperidin-4-ol). RXN SMILES: C([C:5]1[CH:6]=[CH:7][C:8]2[C:9]3[C:10](=[N:26][N:27]([CH2:30][CH3:31])[C:28]=3[CH3:29])[C:11]([N:19](C([O-])=O)C([O-])=O)=[N:12][C:13]=2[C:14]=1C(C)(C)C)(C)(C)C.C([C:36]1[CH:37]=[CH:38][C:39]2[C:40]3[C:41](=[N:57][N:58]([CH2:61][CH2:62]C)[C:59]=3C)[C:42]([N:50](C([O-])=O)C([O-])=O)=[N:43][C:44]=2[C:45]=1C(C)(C)C)(C)(C)C.[O:64]=[C:65]1[CH2:70][CH2:69][N:68]([C:71](OC(C)(C)C)=O)[CH2:67][CH2:66]1.C1(=O)CCC1>>[NH2:19][C:11]1[C:10]2=[N:26][N:27]([CH2:30][CH3:31])[C:28]([CH2:29][C:65]3([OH:64])[CH2:70][CH2:69][NH:68][CH2:67][CH2:66]3)=[C:9]2[C:8]2[CH:7]=[CH:6][CH:5]=[CH:14][C:13]=2[N:12]=1.[NH2:50][C:42]1[C:41]2=[N:57][N:58]([CH2:61][CH3:62])[C:59]([CH2:71][N:68]3[CH2:67][CH2:66][CH:65]([OH:64])[CH2:70][CH2:69]3)=[C:40]2[C:39]2[CH:38]=[CH:37][CH:36]=[CH:45][C:44]=2[N:43]=1. Reported procedure: 4-[(4-Amino-2-ethyl-2H-pyrazolo[3,4-c]quinolin-1-yl)methyl]piperidin-4-ol was prepared according to the method of Example 1 Part F using di(tert-butyl)2-ethyl-1-methyl-2H-pyrazolo[3,4-c]quinolin-4-ylimidodicarbonate in lieu of di(tert-butyl)1-methyl-2-propyl-2H-pyrazolo[3,4-c]quinolin-4-ylimidodicarbonate and tert-butyl 4-oxopiperidine-1-carboxylate in lieu of cyclobutanone. The crude product was recrystallized from acetonitrile to provide 1.09 g of 1-[(4-amino-2-ethyl-2H-pyrazolo[3,4-c]quinolin... Starting materials: [As].[Cu] (copper-arsenic), [As](O)(O)(O)=O (arsenic acid). Yields the product [As]([O-])([O-])([O-])=O.[Cu+3] (copper arsenate), [As](O)(O)(O)=O (arsenic acid). Reaction SMILES: [As].[Cu:2].[As:3](=[O:7])([OH:6])([OH:5])[OH:4]>>[As:3](=[O:4])([O-:7])([O-:6])[O-:5].[Cu+3:2].[As:3](=[O:4])([OH:7])([OH:6])[OH:5] |f:0.1,3.4|. Reported procedure: The method of claims 1, 2 or 3 wherein the copper-arsenic precipitate is leached into a concentrated arsenic acid to produce copper arsenate and arsenic acid solution, so that by adding chromium acid to the copper arsenate and arsenic acid solution there is produced a wood anti-rot agent containing copper, chromium and arsenic. The reactants are intermediate B1, CN(C=1C=C(C=CC1)B(O)O)C (3-(dimethylamino)phenylboronic acid), C(=O)([O-])[O-].[Cs+].[Cs+] (Cs2CO3), BrC1=C(OC(C2=CC=CC=C12)=O)C(C)O (4-Bromo-3-(1-hydroxyethyl)-1H-isochromen-1-one), BrC1=C(OC(C2=CC=CC=C12)=O)C(C)O (4-Bromo-3-(1-hydroxyethyl)-1H-isochromen-1-one). Reagents/catalysts: C=1C=CC(=CC1)[P](C=2C=CC=CC2)(C=3C=CC=CC3)[Pd]([P](C=4C=CC=CC4)(C=5C=CC=CC5)C=6C=CC=CC6)([P](C=7C=CC=CC7)(C=8C=CC=CC8)C=9C=CC=CC9)[P](C=1C=CC=CC1)(C=1C=CC=CC1)C=1C=CC=CC1 (Pd(PPh3)4). The product is CN(C=1C=C(C=CC1)C1=C(OC(C2=CC=CC=C12)=O)C(C)O)C (4-(3-(Dimethylamino)phenyl)-3-(1-hydroxyethyl)-1H-isochromen-1-one). Isolated yield 34.8%. RXN SMILES: Br[C:2]1[C:11]2[C:6](=[CH:7][CH:8]=[CH:9][CH:10]=2)[C:5](=[O:12])[O:4][C:3]=1[CH:13]([OH:15])[CH3:14].[CH3:16][N:17]([CH3:27])[C:18]1[CH:19]=[C:20](B(O)O)[CH:21]=[CH:22][CH:23]=1.C([O-])([O-])=O.[Cs+].[Cs+]>C1C=CC([P]([Pd]([P](C2C=CC=CC=2)(C2C=CC=CC=2)C2C=CC=CC=2)([P](C2C=CC=CC=2)(C2C=CC=CC=2)C2C=CC=CC=2)[P](C2C=CC=CC=2)(C2C=CC=CC=2)C2C=CC=CC=2)(C2C=CC=CC=2)C2C=CC=CC=2)=CC=1>[CH3:16][N:17]([CH3:27])[C:18]1[CH:23]=[C:22]([C:2]2[C:11]3[C:6](=[CH:7][CH:8]=[CH:9][CH:10]=3)[C:5](=[O:12])[O:4][C:3]=2[CH:13]([OH:15])[CH3:14])[CH:21]=[CH:20][CH:19]=1 |f:2.3.4,^1:37,39,58,77|. Reported procedure: The title compound was made in a similar way as that of the intermediate B1 using 4-bromo-3-(1-hydroxyethyl)-1H-isochromen-1-one (Intermediate A2, 0.5 g, 1.86 mmol), 3-(dimethylamino)phenylboronic acid (0.46 g, 2.79 mmol), Pd(PPh3)4 (0.11 g, 0.093 mmol) and Cs2CO3 (0.78 g, 2.41 mmol) to afford the title compound (0.2 g, 35%). Starting materials: CCOC(CNC(=O)c1cc(C)c(OCc2ccccc2)c(CC)c1)(OCC)c1cc(C)nc(NC(C)C)n1, C1CCOC1, Cl, [Na+], [OH-]. As a reaction SMILES: [CH2:1]([c:2]1[cH:3][cH:4][cH:5][cH:6][cH:7]1)[O:8][c:9]1[c:10]([CH2:38][CH3:39])[cH:11][c:12]([C:13](=[O:14])[NH:15][CH2:16][C:17]([c:18]2[n:19][c:20]([NH:25][CH:26]([CH3:27])[CH3:28])[n:21][c:22]([CH3:24])[cH:23]2)([O:29][CH2:33][CH3:34])[O:30][CH2:31][CH3:32])[cH:35][c:36]1[CH3:37].[CH2:42]1[O:43][CH2:44][CH2:45][CH2:46]1.[ClH:47].[Na+:41].[OH-:40]>>[CH2:1]([c:2]1[cH:3][cH:4][cH:5][cH:6][cH:7]1)[O:8][c:9]1[c:10]([CH2:38][CH3:39])[cH:11][c:12]([C:13](=[O:14])[NH:15][CH2:16][C:17]([c:18]2[n:19][c:20]([NH:25][CH:26]([CH3:27])[CH3:28])[n:21][c:22]([CH3:24])[cH:23]2)=[O:29])[cH:35][c:36]1[CH3:37]. Yields the product CCc1cc(C(=O)NCC(=O)c2cc(C)nc(NC(C)C)n2)cc(C)c1OCc1ccccc1. Reactants: OC=1C=C(C=O)C=CC1 (3-hydroxybenzaldehyde), ClCC(=O)O (chloroacetic acid), Cl (hydrochloric acid). Run in [OH-].[Na+] (sodium hydroxide). Yields the product C(=O)C=1C=C(OCC(=O)O)C=CC1 (3-Formylphenoxyacetic Acid). Reaction SMILES: [OH:1][C:2]1[CH:3]=[C:4]([CH:7]=[CH:8][CH:9]=1)[CH:5]=[O:6].Cl[CH2:11][C:12]([OH:14])=[O:13].Cl>[OH-].[Na+]>[CH:5]([C:4]1[CH:3]=[C:2]([CH:9]=[CH:8][CH:7]=1)[O:1][CH2:11][C:12]([OH:14])=[O:13])=[O:6] |f:3.4|. Reported procedure: A solution of 3-hydroxybenzaldehyde and 0.3 mol of chloroacetic acid in 300 ml of 2N sodium hydroxide was refluxed for 6 hours. After cooling, the solution was acidified with hydrochloric acid and the precipitate was filtered off and crystallized from ethyl acetate/petroleum ether 60-80.